From a dataset of the Open Reaction Database (ORD), a public repository of structured organic reaction records. describe an organic reaction: reactants, conditions, products, and yield Conditions: temperature 100 celsius, time 16 hour. Product: FC1=CC=C(C=C1)C1=CC(=NC2=CC(=CC=C12)C)C#N (4-(4-Fluorophenyl)-7-methylquinoline-2-carbonitrile). The solvent is O1CCOCC1 (1,4-dioxane). Yield: 85.9%. Reactants: ClC1=CC(=NC2=CC(=CC=C12)C)C#N (4-Chloro-7-methylquinoline-2-carbonitrile), FC1=CC=C(C=C1)B(O)O (4-fluorophenylboronic acid), C(=O)([O-])[O-].[Na+].[Na+] (Na2CO3). RXN SMILES: Cl[C:2]1[C:11]2[C:6](=[CH:7][C:8]([CH3:12])=[CH:9][CH:10]=2)[N:5]=[C:4]([C:13]#[N:14])[CH:3]=1.[F:15][C:16]1[CH:21]=[CH:20][C:19](B(O)O)=[CH:18][CH:17]=1.C([O-])([O-])=O.[Na+].[Na+]>C1C=CC([P]([Pd]([P](C2C=CC=CC=2)(C2C=CC=CC=2)C2C=CC=CC=2)([P](C2C=CC=CC=2)(C2C=CC=CC=2)C2C=CC=CC=2)[P](C2C=CC=CC=2)(C2C=CC=CC=2)C2C=CC=CC=2)(C2C=CC=CC=2)C2C=CC=CC=2)=CC=1.O1CCOCC1>[F:15][C:16]1[CH:21]=[CH:20][C:19]([C:2]2[C:11]3[C:6](=[CH:7][C:8]([CH3:12])=[CH:9][CH:10]=3)[N:5]=[C:4]([C:13]#[N:14])[CH:3]=2)=[CH:18][CH:17]=1 |f:2.3.4,^1:34,36,55,74|. Reported procedure: 4-Chloro-7-methylquinoline-2-carbonitrile (1-5, 2.47 g, 12.2 mmol, 1.0 equiv.), 4-fluorophenylboronic acid (2.05 g, 14.63 mmol, 1.2 equiv.), Pd(PPh3)4 (0.7 g, 0.61 mmol, 0.05 equiv), and 1M aqueous Na2CO3 (12.2 ml, 2.39 mmol) was added into 1,4-dioxane (40 mL). The mixture was degassed and stirred at 100° C. for 16 hours, until disappearance of the starting material. The mixture was cooled, saturated aqueous sodium hydrogen carbonate (2 mL) was added and the mixture was extracted with ethyl acet... The reagents and catalysts are C=1C=CC(=CC1)[P](C=2C=CC=CC2)(C=3C=CC=CC3)[Pd]([P](C=4C=CC=CC4)(C=5C=CC=CC5)C=6C=CC=CC6)([P](C=7C=CC=CC7)(C=8C=CC=CC8)C=9C=CC=CC9)[P](C=1C=CC=CC1)(C=1C=CC=CC1)C=1C=CC=CC1 (Pd(PPh3)4). Reactants: Cl (hydrochloric acid), C1(CC1)NS(=O)(=O)C=1C(=CC=CC1)S(=O)(=O)N (N-cyclopropyl-1,2-benzenedisulfonamide), C1(=CC=CC=C1)OC(NC1=NC(=CC(=N1)OC)OC)=O (phenyl(4,6-dimethoxypyrimidin-2-yl)carbamate), N12CCCN=CC2CCCC1 (1,5-diazabicyclo[5.4.0]undec-5-ene). Solvent: C(C)#N (acetonitrile), O (water). Reaction conditions: time 15 minute. The product is C1(CC1)NS(=O)(=O)C=1C(=CC=CC1)S(=O)(=O)NC(=O)NC1=NC(=CC(=N1)OC)OC (N-Cyclopropyl-N'-[(4,6-dimethoxypyrimidin-2-yl)aminocarbonyl]-1,2-benzenedisulfonamide). Yield: 82.0%. As a reaction SMILES: [CH:1]1([NH:4][S:5]([C:8]2[C:9]([S:14]([NH2:17])(=[O:16])=[O:15])=[CH:10][CH:11]=[CH:12][CH:13]=2)(=[O:7])=[O:6])[CH2:3][CH2:2]1.C1([O:24][C:25](=O)[NH:26][C:27]2[N:32]=[C:31]([O:33][CH3:34])[CH:30]=[C:29]([O:35][CH3:36])[N:28]=2)C=CC=CC=1.N12CCCCC1C=NCCC2.Cl>C(#N)C.O>[CH:1]1([NH:4][S:5]([C:8]2[C:9]([S:14]([NH:17][C:25]([NH:26][C:27]3[N:28]=[C:29]([O:35][CH3:36])[CH:30]=[C:31]([O:33][CH3:34])[N:32]=3)=[O:24])(=[O:16])=[O:15])=[CH:10][CH:11]=[CH:12][CH:13]=2)(=[O:7])=[O:6])[CH2:3][CH2:2]1. Procedure: To a solution of 0.14 g of the product of Example 1 and 0.15 g of phenyl(4,6-dimethoxypyrimidin-2-yl)carbamate in 2 ml of dry acetonitrile was added 0.1 ml of 1,5-diazabicyclo[5.4.0]undec-5-ene (DBU). The solution was stirred for 15 minutes at room temperature, diluted with 2 ml of water and acidified with 5% hydrochloric acid. The precipitated product was collected by filtration, washed successively with water, diethyl ether, and 1-chlorobutane, and dried in vacuo at 40° C. to afford 0.19 g of ... Reactants: [BH3-]C#N, CCOC1CCC(N2CCC(=O)CC2)CC1, CC(=O)O, ClCCl, Cc1ccc(O)c(N)c1, [Na+]. Yields the product CCOC1CCC(N2CCC(Nc3cc(C)ccc3O)CC2)CC1. As a reaction SMILES: [C:26]([BH3-:27])#[N:28].[CH2:10]([CH3:11])[O:12][CH:13]1[CH2:14][CH2:15][CH:16]([N:19]2[CH2:20][CH2:21][C:22](=[O:25])[CH2:23][CH2:24]2)[CH2:17][CH2:18]1.[CH3:30][C:31](=[O:32])[OH:33].[Cl:34][CH2:35][Cl:36].[NH2:1][c:2]1[c:3]([OH:9])[cH:4][cH:5][c:6]([CH3:8])[cH:7]1.[Na+:29]>>[NH:1]([c:2]1[c:3]([OH:9])[cH:4][cH:5][c:6]([CH3:8])[cH:7]1)[CH:22]1[CH2:21][CH2:20][N:19]([CH:16]2[CH2:15][CH2:14][CH:13]([O:12][CH2:10][CH3:11])[CH2:18][CH2:17]2)[CH2:24][CH2:23]1. The reactants are O=C(NC(CCO)c1ccccc1Br)c1c(F)cccc1F, O=S(Cl)Cl, c1ccccc1. Yields the product O=C(NC(CCCl)c1ccccc1Br)c1c(F)cccc1F. RXN SMILES: [Br:1][c:2]1[c:3]([CH:8]([CH2:9][CH2:10][OH:11])[NH:12][C:13]([c:14]2[c:15]([F:21])[cH:16][cH:17][cH:18][c:19]2[F:20])=[O:22])[cH:4][cH:5][cH:6][cH:7]1.[S:23]([Cl:24])([Cl:25])=[O:26].[cH:27]1[cH:28][cH:29][cH:30][cH:31][cH:32]1>>[Br:1][c:2]1[c:3]([CH:8]([CH2:9][CH2:10][Cl:25])[NH:12][C:13]([c:14]2[c:15]([F:21])[cH:16][cH:17][cH:18][c:19]2[F:20])=[O:22])[cH:4][cH:5][cH:6][cH:7]1.